Dataset: the Open Reaction Database (ORD), a public repository of structured organic reaction records. Task: describe an organic reaction: reactants, conditions, products, and yield The reactants are CC(C)(C)OC(=O)NC1(c2ccc(-c3c(-c4ccccc4)oc4ccc(F)cc4c3=O)cc2)CCC1, Cn1ccc2c(=O)c(I)c(-c3ccccc3)oc2c1=O. Product: Cn1ccc2c(=O)c(-c3ccc(C4(NC(=O)OC(C)(C)C)CCC4)cc3)c(-c3ccccc3)oc2c1=O. As a reaction SMILES: [C:1]([CH3:2])([CH3:3])([CH3:4])[O:5][C:6]([NH:7][C:8]1([c:12]2[cH:13][cH:14][c:15](-[c:18]3[c:19](=[O:20])[c:21]4[c:22]([cH:23][cH:24][c:25]([F:26])[cH:27]4)[o:28][c:29]3-[c:30]3[cH:31][cH:32][cH:33][cH:34][cH:35]3)[cH:16][cH:17]2)[CH2:9][CH2:10][CH2:11]1)=[O:36].[I:37][c:38]1[c:39](=[O:56])[c:40]2[c:41]([c:42](=[O:47])[n:43]([CH3:46])[cH:44][cH:45]2)[o:48][c:49]1-[c:50]1[cH:51][cH:52][cH:53][cH:54][cH:55]1>>[C:1]([CH3:2])([CH3:3])([CH3:4])[O:5][C:6]([NH:7][C:8]1([c:12]2[cH:13][cH:14][c:15](-[c:38]3[c:39](=[O:56])[c:40]4[c:41]([c:42](=[O:47])[n:43]([CH3:46])[cH:44][cH:45]4)[o:48][c:49]3-[c:50]3[cH:51][cH:52][cH:53][cH:54][cH:55]3)[cH:16][cH:17]2)[CH2:9][CH2:10][CH2:11]1)=[O:36].